This data is from the Open Reaction Database (ORD), a public repository of structured organic reaction records. The task is: describe an organic reaction: reactants, conditions, products, and yield Reactants: CSC1=CC=C(C=C1)NC1=NC(=CC(=N1)N1CCC(CC1)O)C1=CC=CC=C1 (1-[2-(4-Methylsulfanyl-phenylamino)-6-phenyl-pyrimidin-4-yl]-piperidin-4-ol), OOS(=O)[O-].[K+] (oxone), CC(=O)C.O (acetone water). The product is CS(=O)(=O)C1=CC=C(C=C1)NC1=NC(=CC(=N1)N1CCC(CC1)O)C1=CC=CC=C1 (1-[2-(4-methanesulfonyl-phenylamino)-6-phenyl-pyrimidin-4-yl]-piperidin-4-ol). RXN SMILES: CS[C:3]1[CH:8]=[CH:7][C:6]([NH:9][C:10]2[N:15]=[C:14]([N:16]3[CH2:21][CH2:20][CH:19]([OH:22])[CH2:18][CH2:17]3)[CH:13]=[C:12]([C:23]3[CH:28]=[CH:27][CH:26]=[CH:25][CH:24]=3)[N:11]=2)=[CH:5][CH:4]=1.O[O:30][S:31]([O-:33])=O.[K+].[CH3:35]C(C)=O.O>>[CH3:35][S:31]([C:3]1[CH:4]=[CH:5][C:6]([NH:9][C:10]2[N:15]=[C:14]([N:16]3[CH2:21][CH2:20][CH:19]([OH:22])[CH2:18][CH2:17]3)[CH:13]=[C:12]([C:23]3[CH:28]=[CH:27][CH:26]=[CH:25][CH:24]=3)[N:11]=2)=[CH:7][CH:8]=1)(=[O:33])=[O:30] |f:1.2,3.4|. Procedure details: 1-[2-(4-Methylsulfanyl-phenylamino)-6-phenyl-pyrimidin-4-yl]-piperidin-4-ol was oxidized (0.26 g, 0.66 mmol) with oxone (1.55 g, 2.64 mmol) in acetone-water (3:1) at room temperature for 1 hour.